From a dataset of the Open Reaction Database (ORD), a public repository of structured organic reaction records. describe an organic reaction: reactants, conditions, products, and yield The reactants are C(C)(=O)O.C(C)(=O)O.NC1=C2C(=NC=N1)N(N=C2C2=CC=C(C=C2)NC(CCC2=CC=CC=C2)=O)[C@@H]2CC[C@@H](CC2)N2CCN(CC2)C (Cis-N1-(4-{4-amino-1-[4-(4-methylpiperazino)cyclohexyl]-1H-pyrazolo[3,4-d]pyrimidin-3-yl}phenyl)-3-phenylpropanamide diacetate), [H-].[Al+3].[Li+].[H-].[H-].[H-] (lithium aluminum hydride). Run in O1CCCC1 (tetrahydrofuran). Conditions: temperature 0 celsius, time 18 hour. Yields the product C(C)(=O)O.C(C)(=O)O.CN1CCN(CC1)[C@H]1CC[C@H](CC1)N1N=C(C=2C1=NC=NC2N)C2=CC=C(C=C2)NCCCC2=CC=CC=C2 (cis-1-[4-(4-methylpiperazino)cyclohexyl]-3-{4-[(3-phenylpropyl)amino]phenyl}-1H-pyrazolo[3,4-d]pyrimidin-4-amine diacetate). Isolated yield 34.1%. Reaction SMILES: [C:1]([OH:4])(=[O:3])[CH3:2].[C:5]([OH:8])(=[O:7])[CH3:6].[NH2:9][C:10]1[N:15]=[CH:14][N:13]=[C:12]2[N:16]([C@H:36]3[CH2:41][CH2:40][C@@H:39]([N:42]4[CH2:47][CH2:46][N:45]([CH3:48])[CH2:44][CH2:43]4)[CH2:38][CH2:37]3)[N:17]=[C:18]([C:19]3[CH:24]=[CH:23][C:22]([NH:25][C:26](=O)[CH2:27][CH2:28][C:29]4[CH:34]=[CH:33][CH:32]=[CH:31][CH:30]=4)=[CH:21][CH:20]=3)[C:11]=12.[H-].[Al+3].[Li+].[H-].[H-].[H-]>O1CCCC1>[C:1]([OH:4])(=[O:3])[CH3:2].[C:5]([OH:8])(=[O:7])[CH3:6].[CH3:48][N:45]1[CH2:44][CH2:43][N:42]([C@@H:39]2[CH2:40][CH2:41][C@H:36]([N:16]3[C:12]4=[N:13][CH:14]=[N:15][C:10]([NH2:9])=[C:11]4[C:18]([C:19]4[CH:20]=[CH:21][C:22]([NH:25][CH2:26][CH2:27][CH2:28][C:29]5[CH:34]=[CH:33][CH:32]=[CH:31][CH:30]=5)=[CH:23][CH:24]=4)=[N:17]3)[CH2:37][CH2:38]2)[CH2:47][CH2:46]1 |f:0.1.2,3.4.5.6.7.8,10.11.12|. Procedure: Cis-N1-(4-{4-amino-1-[4-(4-methylpiperazino)cyclohexyl]-1H-pyrazolo[3,4-d]pyrimidin-3-yl}phenyl)-3-phenylpropanamide diacetate (0.090 g, 0.000167 mol) was suspended in anhydrous tetrahydrofuran (5 mL), the suspension was cooled to 0° C. and lithium aluminum hydride (0.01 g, 0.00025 mol) was added at once. The resulting mixture was warmed up to ambient temperature and stirred under an atmosphere of nitrogen for 18 hours. It was quenched by dropwise addition of water, the solvents were removed und... Reactants: COc1ccccc1-c1ccc2cnc(C#N)nn12, CCO, Cl, [Na+], [OH-], O. Yields the product COc1ccccc1-c1ccc2cnc(C(=O)O)nn12. RXN SMILES: [CH3:1][O:2][c:3]1[c:4](-[c:9]2[cH:10][cH:11][c:12]3[cH:13][n:14][c:15]([C:18]#[N:19])[n:16][n:17]23)[cH:5][cH:6][cH:7][cH:8]1.[CH3:24][CH2:25][OH:26].[ClH:22].[Na+:21].[OH-:20].[OH2:23]>>[CH3:1][O:2][c:3]1[c:4](-[c:9]2[cH:10][cH:11][c:12]3[cH:13][n:14][c:15]([C:18](=[O:20])[OH:23])[n:16][n:17]23)[cH:5][cH:6][cH:7][cH:8]1.